This data is from the Open Reaction Database (ORD), a public repository of structured organic reaction records. The task is: describe an organic reaction: reactants, conditions, products, and yield Starting materials: C(=O)(C(F)(F)F)O (TFA), NCCC[C@@](O)(C1=CC(=CC=C1)Cl)[C@H]1CN(CCC1)C(=O)OC(C)(C)C ((R)-tert-butyl 3-((S)-4-amino-1-(3-chlorophenyl)-1-hydroxybutyl)piperidine-1-carboxylate), CCN(C(C)C)C(C)C (DIEA), ClC(=O)OC1=CC=C(C=C1)[N+](=O)[O-] (p-nitrophenyl chloroformate). Solvent: C1CCOC1 (THF), C(Cl)Cl (CH2Cl2). Run at time 3 hour. Yields the product CNC(=O)NCCC[C@@](O)(C1=CC(=CC=C1)Cl)[C@H]1CN(CCC1)C(=O)OC(C)(C)C ((R)-tert-butyl 3-((S)-4-(methylamino-carbonylamino)-1-(3-chlorophenyl)-1-hydroxybutyl)piperidine-1-carboxylate). Reaction SMILES: [C:1]([OH:7])(C(F)(F)F)=O.[NH2:8][CH2:9][CH2:10][CH2:11][C@:12]([C@@H:21]1[CH2:26][CH2:25][CH2:24][N:23]([C:27]([O:29][C:30]([CH3:33])([CH3:32])[CH3:31])=[O:28])[CH2:22]1)([C:14]1[CH:19]=[CH:18][CH:17]=[C:16]([Cl:20])[CH:15]=1)[OH:13].C[CH2:35][N:36](C(C)C)C(C)C.ClC(OC1C=CC([N+]([O-])=O)=CC=1)=O>C1COCC1.C(Cl)Cl>[CH3:35][NH:36][C:1]([NH:8][CH2:9][CH2:10][CH2:11][C@:12]([C@@H:21]1[CH2:26][CH2:25][CH2:24][N:23]([C:27]([O:29][C:30]([CH3:33])([CH3:32])[CH3:31])=[O:28])[CH2:22]1)([C:14]1[CH:19]=[CH:18][CH:17]=[C:16]([Cl:20])[CH:15]=1)[OH:13])=[O:7]. Procedure: To a stirred mixture of the TFA salt of (R)-tert-butyl 3-((S)-4-amino-1-(3-chlorophenyl)-1-hydroxybutyl)piperidine-1-carboxylate (0.0388 g, 0.078 mmol, 1.0 equiv) in THF (5 mL) and CH2Cl2 (5 mL) at rt were added of DIEA (0.7 mL) and p-nitrophenyl chloroformate (0.0350 g, 0.17 mmol, 2.2 equiv). The mixture was stirred at rt for 3 h. One half of the resulting solution was withdrawn and 33 wt % MeNH2 in EtOH (1.5 mL) was added. The resulting mixture was stirred at rt for 1 h. The solvents were remo...